Task: describe an organic reaction: reactants, conditions, products, and yield. Dataset: the Open Reaction Database (ORD), a public repository of structured organic reaction records The reactants are ClC=1C=C(C=CC1)N=C=S (3-chlorophenylisothiocyanate), C1(CCCCC1)N=C=NC1CCCCC1 (dicyclohexylcarbodiimide), SC=1N(C(=NN1)[C@@H](C)NC(OCC1=CC=CC=C1)=O)N ((R)-benzyl 1-(5-mercapto-4-amino-4H-1,2,4-triazol-3-yl)ethylcarbamate). The solvent is CCOCC (ether), C(C)O (ethanol). Conditions: temperature 80 celsius, time 4 hour. Product: ClC=1C=C(C=CC1)NC1=NN2C(S1)=NN=C2[C@@H](C)NC(OCC2=CC=CC=C2)=O ((R)-benzyl 1-(6-(3-chlorophenylamino)-[1,2,4]triazolo[3,4-b][1,3,4]thiadiazol-3-yl)ethylcarbamate). Isolated yield 48.7%. RXN SMILES: [SH:1][C:2]1[N:3]([NH2:20])[C:4]([C@H:7]([NH:9][C:10](=[O:19])[O:11][CH2:12][C:13]2[CH:18]=[CH:17][CH:16]=[CH:15][CH:14]=2)[CH3:8])=[N:5][N:6]=1.[Cl:21][C:22]1[CH:23]=[C:24]([N:28]=[C:29]=S)[CH:25]=[CH:26][CH:27]=1.C1(N=C=NC2CCCCC2)CCCCC1>C(O)C.CCOCC>[Cl:21][C:22]1[CH:23]=[C:24]([NH:28][C:29]2[S:1][C:2]3=[N:6][N:5]=[C:4]([C@H:7]([NH:9][C:10](=[O:19])[O:11][CH2:12][C:13]4[CH:18]=[CH:17][CH:16]=[CH:15][CH:14]=4)[CH3:8])[N:3]3[N:20]=2)[CH:25]=[CH:26][CH:27]=1. Procedure: (Step 8-ii) A mixture of (R)-benzyl 1-(5-mercapto-4-amino-4H-1,2,4-triazol-3-yl)ethylcarbamate (1.32 g, 4.5 mmol) in ethanol (15 mL) was heated to 80° C. and 3-chlorophenylisothiocyanate (1.3 g, 7.65 mmol) and dicyclohexylcarbodiimide (1.11 g, 5.4 mmol) were added. After 4 hours, the reaction was cooled, diluted with an equal volume of ether, and filtered. The filter cake was washed with additional ether and the collected solids dried in vacuo to provide 0.94 g of (R)-benzyl 1-(6-(3-chlorophenyl... Reactants: CCN(CC)C(=O)Cl, COc1ccc(N2CCNCC2)cc1, ClC(Cl)Cl. Product: CCN(CC)C(=O)N1CCN(c2ccc(OC)cc2)CC1. RXN SMILES: [CH2:15]([CH3:16])[N:17]([C:18](=[O:19])[Cl:20])[CH2:21][CH3:22].[CH3:1][O:2][c:3]1[cH:4][cH:5][c:6]([N:9]2[CH2:10][CH2:11][NH:12][CH2:13][CH2:14]2)[cH:7][cH:8]1.[CH:23]([Cl:24])([Cl:25])[Cl:26]>>[CH3:1][O:2][c:3]1[cH:4][cH:5][c:6]([N:9]2[CH2:10][CH2:11][N:12]([C:18]([N:17]([CH2:15][CH3:16])[CH2:21][CH3:22])=[O:19])[CH2:13][CH2:14]2)[cH:7][cH:8]1. Reactants: BrC(C)(C)C(=O)C (methyl bromoisopropyl ketone), N1N=CC=C1 (pyrazole). Product: CC(C)(C(C)=O)N1N=CC=C1 (2-methyl-2-(pyrazol-1-yl)-butan-3one). Yield: 70.0%. Reaction SMILES: Br[C:2]([C:5]([CH3:7])=[O:6])([CH3:4])[CH3:3].[NH:8]1[CH:12]=[CH:11][CH:10]=[N:9]1>>[CH3:3][C:2]([N:8]1[CH:12]=[CH:11][CH:10]=[N:9]1)([C:5](=[O:6])[CH3:7])[CH3:4]. Procedure details: 1 mol of methyl bromoisopropyl ketone is added dropwise at 100° C. to a melt of 4 mols of pyrazole. The reaction mixture is stirred for a further hour. Following customary working up, 2-methyl-2-(pyrazol-1-yl)-butan-3one is obtained in a yield of 70%. Starting materials: COC(=O)c1ccc(N2CCc3cc(-c4ccc(Cl)cc4)sc3C2=O)cc1OC, CO, [Na+], C1CCOC1, [OH-]. Product: COc1cc(N2CCc3cc(-c4ccc(Cl)cc4)sc3C2=O)ccc1C(=O)O. As a reaction SMILES: [CH3:1][O:2][C:3]([c:4]1[c:5]([O:27][CH3:28])[cH:6][c:7]([N:10]2[C:11](=[O:26])[c:12]3[c:13]([cH:16][c:17](-[c:19]4[cH:20][cH:21][c:22]([Cl:25])[cH:23][cH:24]4)[s:18]3)[CH2:14][CH2:15]2)[cH:8][cH:9]1)=[O:29].[CH3:32][OH:33].[Na+:31].[O:34]1[CH2:35][CH2:36][CH2:37][CH2:38]1.[OH-:30]>>[O:2]=[C:3]([c:4]1[c:5]([O:27][CH3:28])[cH:6][c:7]([N:10]2[C:11](=[O:26])[c:12]3[c:13]([cH:16][c:17](-[c:19]4[cH:20][cH:21][c:22]([Cl:25])[cH:23][cH:24]4)[s:18]3)[CH2:14][CH2:15]2)[cH:8][cH:9]1)[OH:29]. Starting materials: C(C)N(C(C)C)C(C)C (N-ethyldiisopropylamine), BrC1=CC=C2C(NC=NC2=C1)=O (7-bromo-3H-quinazolin-4-one), O=P(Cl)(Cl)Cl (phosphorus oxytrichloride). Reaction conditions: temperature 115 celsius, time 3 hour. Product: BrC1=CC=C2C(=NC=NC2=C1)Cl (7-bromo-4-chloroquinazoline). As a reaction SMILES: C(N(C(C)C)C(C)C)C.[Br:10][C:11]1[CH:20]=[C:19]2[C:14]([C:15](=O)[NH:16][CH:17]=[N:18]2)=[CH:13][CH:12]=1.O=P(Cl)(Cl)[Cl:24]>>[Br:10][C:11]1[CH:20]=[C:19]2[C:14]([C:15]([Cl:24])=[N:16][CH:17]=[N:18]2)=[CH:13][CH:12]=1. Reported procedure: 20.4 ml (0.12 mol) of N-ethyldiisopropylamine were slowly added to a suspension of 55.0 g (0.24 mol) of 7-bromo-3H-quinazolin-4-one in 300 ml of phosphorus oxytrichloride. The reaction mixture was stirred at 115° C. for 3 h and subsequently allowed to come to room temperature. Conventional work-up gave 48.0 g of 7-bromo-4-chloroquinazoline; HPLC/MS (M+H)+=244 as solid. The reactants are C(=O)[C@H]1CN(C[C@@H]1C1=CC=CC=C1)[C@@H](C(=O)OCC1=CC=C(C=C1)OC)C1CCCCC1 (2-(R)-(3-(R)-formyl-4-(S)-phenylpyrrolidin-1-yl)-2-(cyclohexyl)acetic acid, (4-methoxy)benzyl ester), OC(=O)C(F)(F)F.C(=O)(OC)C1=CC=C(C=C1)CCCC1CCNCC1 (4-(3-((4-carbomethoxy)phenyl) propyl)piperidine TFA). The product is C(=O)(OC)C1=CC=C(C=C1)CCCC1CCN(CC1)C[C@H]1CN(C[C@@H]1C1=CC=CC=C1)[C@@H](C(=O)OCC1=CC=C(C=C1)OC)C1CCCCC1 (2-(R)-(3-(S)-((4-(3-((4-Carbomethoxy)phenyl)propyl)piperidin-1-yl)methyl)-4-(S)-phenylpyrrolidin-1-yl)-2-(cyclohexyl)acetic acid, (4-methoxy)benzyl ester). The yield is 44.1%. Reaction SMILES: [CH:1]([C@@H:3]1[C@@H:7]([C:8]2[CH:13]=[CH:12][CH:11]=[CH:10][CH:9]=2)[CH2:6][N:5]([C@H:14]([CH:27]2[CH2:32][CH2:31][CH2:30][CH2:29][CH2:28]2)[C:15]([O:17][CH2:18][C:19]2[CH:24]=[CH:23][C:22]([O:25][CH3:26])=[CH:21][CH:20]=2)=[O:16])[CH2:4]1)=O.OC(C(F)(F)F)=O.[C:40]([C:44]1[CH:49]=[CH:48][C:47]([CH2:50][CH2:51][CH2:52][CH:53]2[CH2:58][CH2:57][NH:56][CH2:55][CH2:54]2)=[CH:46][CH:45]=1)([O:42][CH3:43])=[O:41]>>[C:40]([C:44]1[CH:49]=[CH:48][C:47]([CH2:50][CH2:51][CH2:52][CH:53]2[CH2:54][CH2:55][N:56]([CH2:1][C@@H:3]3[C@@H:7]([C:8]4[CH:9]=[CH:10][CH:11]=[CH:12][CH:13]=4)[CH2:6][N:5]([C@H:14]([CH:27]4[CH2:32][CH2:31][CH2:30][CH2:29][CH2:28]4)[C:15]([O:17][CH2:18][C:19]4[CH:24]=[CH:23][C:22]([O:25][CH3:26])=[CH:21][CH:20]=4)=[O:16])[CH2:4]3)[CH2:57][CH2:58]2)=[CH:46][CH:45]=1)([O:42][CH3:43])=[O:41] |f:1.2|. Reported procedure: The title compound was prepared from 50 mg (0.11 mmol) of 2-(R)-(3-(R)-formyl-4-(S)-phenylpyrrolidin-1-yl)-2-(cyclohexyl)acetic acid, (4-methoxy)benzyl ester (from EXAMPLE 33, Step E) and 0.1 mol of 4-(3-((4-carbomethoxy)phenyl) propyl)piperidine TFA (from EXAMPLE 29, Step B) using a procedure analogous to that described in EXAMPLE 1, Step J to afford 33 mg (48%) of the title compound: 1H NMR (500 MHz), 0.60-1.28 (9H), 1.46-1.80 (11H), 1.95 (app d, J=13.0, 1H),2.18-2.36 (3H), 2.54 (dd, J=6.5,9.0... The reactants are C([O-])([O-])=O.[Na+].[Na+] (sodium carbonate), C(C)B(C=1C=NC=CC1)CC (diethyl(3-pyridyl)borane), FC(S(=O)(=O)OC=1[C@]2(C)[C@@H](CC1)[C@@H]1CC=C3C=CCC[C@]3(C)[C@H]1CC2)(F)F (androsta-3,5,16-trien-17-yl trifluoromethanesulphonate). Reagents/catalysts: Cl[Pd]([P](C1=CC=CC=C1)(C2=CC=CC=C2)C3=CC=CC=C3)([P](C4=CC=CC=C4)(C5=CC=CC=C5)C6=CC=CC=C6)Cl (bis(triphenylphosphine)palladium(II) chloride). The solvent is C1CCOC1 (THF). Product: N1=CC(=CC=C1)C=1[C@]2(C)[C@@H](CC1)[C@@H]1CC=C3C=CCC[C@]3(C)[C@H]1CC2 (17-(3-Pyridyl)androsta-3,5,16-triene). Yield: 83.9%. RXN SMILES: C(B(CC)[C:4]1[CH:5]=[N:6][CH:7]=[CH:8][CH:9]=1)C.FC(F)(F)S(O[C:18]1[C@:19]2([CH2:36][CH2:35][C@H:34]3[C@@H:24]([CH2:25][CH:26]=[C:27]4[C@:32]3([CH3:33])[CH2:31][CH2:30][CH:29]=[CH:28]4)[C@@H:21]2[CH2:22][CH:23]=1)[CH3:20])(=O)=O.C(=O)([O-])[O-].[Na+].[Na+]>Cl[Pd](Cl)([P](C1C=CC=CC=1)(C1C=CC=CC=1)C1C=CC=CC=1)[P](C1C=CC=CC=1)(C1C=CC=CC=1)C1C=CC=CC=1.C1COCC1>[N:6]1[CH:7]=[CH:8][CH:9]=[C:4]([C:18]2[C@:19]3([CH2:36][CH2:35][C@H:34]4[C@@H:24]([CH2:25][CH:26]=[C:27]5[C@:32]4([CH3:33])[CH2:31][CH2:30][CH:29]=[CH:28]5)[C@@H:21]3[CH2:22][CH:23]=2)[CH3:20])[CH:5]=1 |f:2.3.4,^1:47,66|. Procedure details: The method followed that described in Example 1, using in step (b) diethyl(3-pyridyl)borane (0.88g, 6.0 mmol), androsta-3,5,16-trien-17-yl trifluoromethanesulphonate (2.01g, 5.0 mmol), prepared in step (a), THF (25 ml), bis(triphenylphosphine)palladium(II) chloride (35 mg, 0.05 mmol), and aqueous sodium carbonate (2M, 10 ml). Chromatography, on elution with dichloromethane, afforded the title compound (1.39 g, 84%) which crystallised from hexane, m.p. 110°-112° C. 1H-NMR (CDCl3) inter alia δ 1.0... The reactants are Br, CC(=O)O, Cc1ccc(S(=O)(=O)N2CC3CC2CN3Cc2ccccc2)cc1. Yields the product c1ccc(CN2CC3CC2CN3)cc1. As a reaction SMILES: [BrH:25].[CH3:26][C:27](=[O:28])[OH:29].[c:1]1([CH3:2])[cH:3][cH:4][c:5]([S:6](=[O:7])(=[O:8])[N:10]2[CH:11]3[CH2:12][N:13]([CH2:17][c:18]4[cH:19][cH:20][cH:21][cH:22][cH:23]4)[CH:14]([CH2:15]2)[CH2:16]3)[cH:9][cH:24]1>>[NH:10]1[CH:11]2[CH2:12][N:13]([CH2:17][c:18]3[cH:19][cH:20][cH:21][cH:22][cH:23]3)[CH:14]([CH2:15]1)[CH2:16]2.